Dataset: the Open Reaction Database (ORD), a public repository of structured organic reaction records. Task: describe an organic reaction: reactants, conditions, products, and yield Reactants: ClC1=CC(=NC=C1[N+](=O)[O-])O (4-chloro-5-nitropyridin-2-ol), OC[C@H](C)NC(OC(C)(C)C)=O (tert-butyl ((2S)-1-hydroxypropan-2-yl)carbamate), C1(=CC=CC=C1)P(C1=CC=CC=C1)C1=CC=CC=C1 (triphenylphosphine), C1(=CC=CC=C1)C.N(=NC(=O)OC(C)C)C(=O)OC(C)C (diisopropyl azodicarboxylate toluene). Reaction SMILES: [Cl:1][C:2]1[C:7]([N+:8]([O-:10])=[O:9])=[CH:6][N:5]=[C:4]([OH:11])[CH:3]=1.O[CH2:13][C@@H:14]([NH:16][C:17](=[O:23])[O:18][C:19]([CH3:22])([CH3:21])[CH3:20])[CH3:15].C1(P(C2C=CC=CC=2)C2C=CC=CC=2)C=CC=CC=1.C1(C)C=CC=CC=1.N(C(OC(C)C)=O)=NC(OC(C)C)=O>C1COCC1>[Cl:1][C:2]1[C:7]([N+:8]([O-:10])=[O:9])=[CH:6][N:5]=[C:4]([O:11][CH2:15][C@@H:14]([NH:16][C:17](=[O:23])[O:18][C:19]([CH3:20])([CH3:22])[CH3:21])[CH3:13])[CH:3]=1 |f:3.4|. The solvent is C1CCOC1 (THF). Yields the product ClC1=CC(=NC=C1[N+](=O)[O-])OC[C@H](C)NC(OC(C)(C)C)=O (tert-butyl ((2S)-1-((4-chloro-5-nitropyridin-2-yl)oxy)propan-2-yl)carbamate). The yield is 45.2%. Conditions: time 30 minute. Procedure details: To a solution of 4-chloro-5-nitropyridin-2-ol (1.00 g), tert-butyl ((2S)-1-hydroxypropan-2-yl)carbamate (1.51 g) and triphenylphosphine (2.25 g) in THF (10 mL) was added dropwise diisopropyl azodicarboxylate toluene solution (1.9 M, 4.52 mL), and the mixture was stirred at room temperature for 30 min. The reaction mixture was concentrated under reduced pressure, and the residue was purified by silica gel column chromatography (NH, hexane/ethyl acetate) to give the title compound (860 mg). Starting materials: Cl (HCl), FC=1C=C(C#N)C=C(C1)OCCCCCC (3-fluoro-5-hexyloxybenzonitrile), C(C)O (ethanol), [OH-].[Na+] (NaOH). Conditions: temperature 75 celsius. Reaction SMILES: [F:1][C:2]1[CH:3]=[C:4]([CH:7]=[C:8]([O:10][CH2:11][CH2:12][CH2:13][CH2:14][CH2:15][CH3:16])[CH:9]=1)[C:5]#N.C([OH:19])C.[OH-:20].[Na+].Cl>O>[F:1][C:2]1[CH:3]=[C:4]([CH:7]=[C:8]([O:10][CH:11]2[CH2:16][CH2:15][CH2:14][CH2:13][CH2:12]2)[CH:9]=1)[C:5]([OH:19])=[O:20] |f:2.3|. Solvent: O (water). Reported procedure: A mixture of 3-fluoro-5-hexyloxybenzonitrile (1.0 g, 4.56 mmol), ethanol (12 ml), water (12 ml), and aq. NaOH (50%, 12 ml) is heated at 75° C. for 18 hours. The mixture is then cooled in an ice bath and acidified with concentrated HCl to pH 1. The mixture is extracted with ethyl acetate and the organic layer washed with brine, dried over Na2SO4, and concentrated to afford 3-fluoro-5-cyclohexyloxybenzoic acid as a yellow solid. MS: 239.11 (M+1). The product is FC=1C=C(C(=O)O)C=C(C1)OC1CCCCC1 (3-fluoro-5-cyclohexyloxybenzoic acid).